Dataset: the Open Reaction Database (ORD), a public repository of structured organic reaction records. Task: describe an organic reaction: reactants, conditions, products, and yield Starting materials: NC(=O)CC(OC(=O)C(Cc1ccccc1)Cc1ccccc1)C(=O)O, CC#N, C=CC(CC(O)C(N)CC1CCCCC1)C(C)C. The product is C=CC(CC(O)C(CC1CCCCC1)NC(=O)C(CC(N)=O)OC(=O)C(Cc1ccccc1)Cc1ccccc1)C(C)C. As a reaction SMILES: [C:19]([NH2:20])(=[O:21])[CH2:22][CH:23]([C:24](=[O:25])[OH:26])[O:27][C:28]([CH:29]([CH2:30][c:31]1[cH:32][cH:33][cH:34][cH:35][cH:36]1)[CH2:37][c:38]1[cH:39][cH:40][cH:41][cH:42][cH:43]1)=[O:44].[CH3:45][C:46]#[N:47].[NH2:1][CH:2]([CH:3]([OH:4])[CH2:5][CH:6]([CH:7]=[CH2:8])[CH:9]([CH3:10])[CH3:11])[CH2:12][CH:13]1[CH2:14][CH2:15][CH2:16][CH2:17][CH2:18]1>>[NH:1]([CH:2]([CH:3]([OH:4])[CH2:5][CH:6]([CH:7]=[CH2:8])[CH:9]([CH3:10])[CH3:11])[CH2:12][CH:13]1[CH2:14][CH2:15][CH2:16][CH2:17][CH2:18]1)[C:24]([CH:23]([CH2:22][C:19]([NH2:20])=[O:21])[O:27][C:28]([CH:29]([CH2:30][c:31]1[cH:32][cH:33][cH:34][cH:35][cH:36]1)[CH2:37][c:38]1[cH:39][cH:40][cH:41][cH:42][cH:43]1)=[O:44])=[O:25]. Starting materials: CN(C)C=O, O=C1OC(=O)C2CCCCC12, [K+], NCc1ccncc1, [OH-], O. The product is O=C1C2CCCCC2C(=O)N1Cc1ccncc1. As a reaction SMILES: [CH3:9][N:10]([CH3:11])[CH:12]=[O:13].[CH:14]12[CH:15]([CH2:16][CH2:17][CH2:18][CH2:19]1)[C:20](=[O:21])[O:22][C:23]2=[O:24].[K+:26].[NH2:1][CH2:2][c:3]1[cH:4][cH:5][n:6][cH:7][cH:8]1.[OH-:25].[OH2:27]>>[N:1]1([CH2:2][c:3]2[cH:4][cH:5][n:6][cH:7][cH:8]2)[C:20](=[O:21])[CH:15]2[CH:14]([CH2:19][CH2:18][CH2:17][CH2:16]2)[C:23]1=[O:22]. Starting materials: BrC1=CC(=CC=2N=C(OC21)C2=CC=C(C(=O)NCC1CCN(CC1)C1=NC=CC(=N1)C(F)(F)F)C=C2)C#N (4-(7-Bromo-5-cyano-1,3-benzoxazol-2-yl)-N-({1-[4-(trifluoromethyl)pyrimidin-2-yl]piperidin-4-yl}methyl)benzamide), C1(CC1)B(O)O (cyclopropylboronic acid), C([O-])([O-])=O.[K+].[K+] (potassium carbonate), O (water). Reagents/catalysts: C=1C=CC(=CC1)[P](C=2C=CC=CC2)(C=3C=CC=CC3)[Pd]([P](C=4C=CC=CC4)(C=5C=CC=CC5)C=6C=CC=CC6)([P](C=7C=CC=CC7)(C=8C=CC=CC8)C=9C=CC=CC9)[P](C=1C=CC=CC1)(C=1C=CC=CC1)C=1C=CC=CC1 (tetrakis(triphenylphosphine)palladium(0)). The solvent is C(C)(=O)OCC (ethyl acetate), C(OC)COC (dimethoxyethane). Run at time 4 day. Product: C(#N)C=1C=C(C2=C(N=C(O2)C2=CC=C(C(=O)NCC3CCN(CC3)C3=NC=CC(=N3)C(F)(F)F)C=C2)C1)C1CC1 (4-(5-Cyano-7-cyclopropyl-1,3-benzoxazol-2-yl)-N-({1-[4-(trifluoromethyl)pyrimidin-2-yl]piperidin-4-yl}methyl)benzamide). Reaction SMILES: Br[C:2]1[C:10]2[O:9][C:8]([C:11]3[CH:36]=[CH:35][C:14]([C:15]([NH:17][CH2:18][CH:19]4[CH2:24][CH2:23][N:22]([C:25]5[N:30]=[C:29]([C:31]([F:34])([F:33])[F:32])[CH:28]=[CH:27][N:26]=5)[CH2:21][CH2:20]4)=[O:16])=[CH:13][CH:12]=3)=[N:7][C:6]=2[CH:5]=[C:4]([C:37]#[N:38])[CH:3]=1.[CH:39]1(B(O)O)[CH2:41][CH2:40]1.C(=O)([O-])[O-].[K+].[K+].O>C(COC)OC.C(OCC)(=O)C.C1C=CC([P]([Pd]([P](C2C=CC=CC=2)(C2C=CC=CC=2)C2C=CC=CC=2)([P](C2C=CC=CC=2)(C2C=CC=CC=2)C2C=CC=CC=2)[P](C2C=CC=CC=2)(C2C=CC=CC=2)C2C=CC=CC=2)(C2C=CC=CC=2)C2C=CC=CC=2)=CC=1>[C:37]([C:4]1[CH:3]=[C:2]([CH:39]2[CH2:41][CH2:40]2)[C:10]2[O:9][C:8]([C:11]3[CH:36]=[CH:35][C:14]([C:15]([NH:17][CH2:18][CH:19]4[CH2:24][CH2:23][N:22]([C:25]5[N:30]=[C:29]([C:31]([F:34])([F:32])[F:33])[CH:28]=[CH:27][N:26]=5)[CH2:21][CH2:20]4)=[O:16])=[CH:13][CH:12]=3)=[N:7][C:6]=2[CH:5]=1)#[N:38] |f:2.3.4,^1:67,69,88,107|. Procedure details: A mixture of 4-(7-bromo-5-cyano-1,3-benzoxazol-2-yl)-N-({1-[4-(trifluoromethyl)pyrimidin-2-yl]piperidin-4-yl}methyl)benzamide (EXAMPLE 113, Step A) (59 mg, 0.10 mmol), cyclopropylboronic acid (86 mg, 1.0 mmol), potassium carbonate (138 mg, 1.0 mmol), and tetrakis(triphenylphosphine)palladium(0) (12 mg, 0.01 mmol) in dimethoxyethane (7 ml)/water (0.7 ml) was heated to reflux and stirred at this temperature for 4 d. The mixture was diluted with ethyl acetate, filtered, and concentrated. The residu... The reactants are C(\C=C(/C)\CCC=C(C)C)NC(C=CC=CC1=CC(=C(C=C1)OC(=O)OCC)OC)=O (5-(4'-ethoxycarbonyloxy-3'-methoxyphenyl)pentadienoic acid geranylamide), aqueous solution, [OH-].[Na+] (sodium hydroxide), Cl (hydrochloric acid). Solvent: CO (methanol). Run at time 1 hour. The product is C(\C=C(/C)\CCC=C(C)C)NC(C=CC=CC1=CC(=C(C=C1)O)OC)=O (5-(4'-hydroxy-3-methoxyphenyl)pentadienoic acid geranylamide). Isolated yield 89.6%. As a reaction SMILES: [CH2:1]([NH:11][C:12](=[O:31])[CH:13]=[CH:14][CH:15]=[CH:16][C:17]1[CH:22]=[CH:21][C:20]([O:23]C(OCC)=O)=[C:19]([O:29][CH3:30])[CH:18]=1)/[CH:2]=[C:3](/[CH2:5][CH2:6][CH:7]=[C:8]([CH3:10])[CH3:9])\[CH3:4].[OH-].[Na+].Cl>CO>[CH2:1]([NH:11][C:12](=[O:31])[CH:13]=[CH:14][CH:15]=[CH:16][C:17]1[CH:22]=[CH:21][C:20]([OH:23])=[C:19]([O:29][CH3:30])[CH:18]=1)/[CH:2]=[C:3](/[CH2:5][CH2:6][CH:7]=[C:8]([CH3:10])[CH3:9])\[CH3:4] |f:1.2|. Procedure: To a solution of 1.61 g of 5-(4'-ethoxycarbonyloxy-3'-methoxyphenyl)pentadienoic acid geranylamide in 25 ml of methanol is added 10 ml of 2N aqueous solution of sodium hydroxide. The mixture is stirred at room temperature for one hour. The reaction mixture, after acidified with 1N hydrochloric acid, is extracted with chloroform. The organic layer is washed with water and dried over sodium sulfate. The solvent is distilled off under reduced pressure, and the residue is subjected to column chromat... Reactants: C(C1=CC=CC=C1)N(C)CCCCN1CC(CC1)CN (N-benzyl-N-methyl-4-(3-aminomethylpyrrolidin-1-yl)-butylamine), NC1=CC(=C(C(=O)O)C=C1Cl)OC (4-amino-5-chloro-2-methoxybenzoic acid), C1(CCCCC1)N=C=NC1CCCCC1 (dicyclohexylcarbodiimide), ON1N=C2C(=N1)C=CC=C2 (2-hydroxybenzotriazole). The solvent is CN(C=O)C (N,N-dimethylformamide), C(C)N(CC)CC (triethylamine). Reaction conditions: time 12 hour. Yields the product NC1=CC(=C(C(=O)NCC2CN(CC2)CCCCN(CC2=CC=CC=C2)C)C=C1Cl)OC (4-amino-5-chloro-2-methoxy-N-((1-(4-(N-methyl-N-benzylamino)butyl)pyrrolidin-3-yl)methyl)-benzamide). Isolated yield 10.8%. RXN SMILES: [CH2:1]([N:8]([CH2:10][CH2:11][CH2:12][CH2:13][N:14]1[CH2:18][CH2:17][CH:16]([CH2:19][NH2:20])[CH2:15]1)[CH3:9])[C:2]1[CH:7]=[CH:6][CH:5]=[CH:4][CH:3]=1.[NH2:21][C:22]1[C:30]([Cl:31])=[CH:29][C:25]([C:26](O)=[O:27])=[C:24]([O:32][CH3:33])[CH:23]=1.C1(N=C=NC2CCCCC2)CCCCC1.ON1N=C2C=CC=CC2=N1>CN(C)C=O.C(N(CC)CC)C>[NH2:21][C:22]1[C:30]([Cl:31])=[CH:29][C:25]([C:26]([NH:20][CH2:19][CH:16]2[CH2:17][CH2:18][N:14]([CH2:13][CH2:12][CH2:11][CH2:10][N:8]([CH3:9])[CH2:1][C:2]3[CH:3]=[CH:4][CH:5]=[CH:6][CH:7]=3)[CH2:15]2)=[O:27])=[C:24]([O:32][CH3:33])[CH:23]=1. Procedure details: A suspension of N-benzyl-N-methyl-4-(3-aminomethylpyrrolidin-1-yl)-butylamine (1.06 g), 4-amino-5-chloro-2-methoxybenzoic acid (0.78 g), dicyclohexylcarbodiimide (0.79 g), 2-hydroxybenzotriazole (0.52 g) and triethylamine (1.1 ml) in N,N-dimethylformamide (20 ml) was stirred at room temperature for 12 hr. The solvent was evaporated, and water was added to the residue, which was followed by extraction with chloroform. The organic layer was washed with brine, dried and the solvent was evaporated u... The reactants are NaBH3(CN), CO (MeOH), O (water), ClC1=C(C=C2N1C(=CNC2=O)CC2=CC(=C(C=C2)F)C(=O)N2CCC(CC2)=O)Cl (6,7-dichloro-4-{4-fluoro-3-[(4-oxopiperidin-1-yl)carbonyl]benzyl}pyrrolo[1,2-a]pyrazin-1(2H)-one), Cl.FC1(CNC1)F (3,3-difluoroazetidine hydrochloride), CCN(C(C)C)C(C)C (DIPEA). The reagents and catalysts are CC([O-])C.[Ti+4].CC([O-])C.CC([O-])C.CC([O-])C (titanium(IV) isopropoxide). Solvent: C1CCOC1 (THF). Reaction conditions: time 30 minute. Yields the product FC(C(=O)[O-])(F)F.ClC1=C(C=C2N1C(=CNC2=O)CC=2C=CC(=C(C(=O)N1CCC(CC1)[NH+]1CC(C1)(F)F)C2)F)Cl (1-(1-{5-[(6,7-Dichloro-1-oxo-1,2-dihydropyrrolo[1,2-a]pyrazin-4-yl)methyl]-2-fluorobenzoyl}piperidin-4-yl)-3,3-difluoroazetidinium trifluoroacetate). As a reaction SMILES: [Cl:1][C:2]1[N:6]2[C:7]([CH2:12][C:13]3[CH:18]=[CH:17][C:16]([F:19])=[C:15]([C:20]([N:22]4[CH2:27][CH2:26][C:25](=O)[CH2:24][CH2:23]4)=[O:21])[CH:14]=3)=[CH:8][NH:9][C:10](=[O:11])[C:5]2=[CH:4][C:3]=1[Cl:29].Cl.[F:31][C:32]1([F:36])[CH2:35][NH:34][CH2:33]1.CCN(C(C)C)C(C)C.[OH2:46].[CH3:47][OH:48]>C1COCC1.CC(C)[O-].[Ti+4].CC(C)[O-].CC(C)[O-].CC(C)[O-]>[F:31][C:32]([F:36])([F:19])[C:47]([O-:48])=[O:46].[Cl:1][C:2]1[N:6]2[C:7]([CH2:12][C:13]3[CH:18]=[CH:17][C:16]([F:19])=[C:15]([CH:14]=3)[C:20]([N:22]3[CH2:23][CH2:24][CH:25]([NH+:34]4[CH2:35][C:32]([F:36])([F:31])[CH2:33]4)[CH2:26][CH2:27]3)=[O:21])=[CH:8][NH:9][C:10](=[O:11])[C:5]2=[CH:4][C:3]=1[Cl:29] |f:1.2,7.8.9.10.11,12.13|. Reported procedure: To a solution of 6,7-dichloro-4-{4-fluoro-3-[(4-oxopiperidin-1-yl)carbonyl]benzyl}pyrrolo[1,2-a]pyrazin-1(2H)-one (Example 232, which was prepared as described in Example 13) (1 eq) in THF (0.6 M) were added titanium(IV) isopropoxide (1.6 eq), 3,3-difluoroazetidine hydrochloride (1.6 eq) and DIPEA (1.6 eq). The reaction mixture was stirred for 30 minutes at RT and then a solution of NaBH3(CN) (1.3 eq) in MeOH (0.16 M) was added. After 30 minutes water was added, and the resulting precipitate was... The reactants are C1(=CC=CS1)C(=O)CN1C(C(CN(C2=C1C=C(C=C2)C)C(C(C)(C)C)=O)NC(=O)NC2=CC(=CC=C2)C(=O)OCC)=O (1-[1-(2-Thenoylmethyl)-2-oxo-5-pivaloyl-8-methyl-1,3,4,5-tetrahydro-2H-1,5-benzodiazepin-3-yl]-3-(3-ethoxycarbonylphenyl)urea), solution, C(C)O (ethanol), O.[OH-].[Li+] (lithiumhydroxide monohydrate). Run in O1CCCC1 (tetrahydrofuran). Reaction conditions: time 3 hour. The product is C1(=CC=CS1)C(=O)CN1C(C(CN(C2=C1C=C(C=C2)C)C(C(C)(C)C)=O)NC(NC=2C=C(C(=O)O)C=CC2)=O)=O (3-[3-[1-(2-Thenoylmethyl)-2-oxo-5-pivaloyl-8-methyl-1,3,4,5-tetrahydro-2H-1,5-benzodiazepin-3-yl]ureido]benzoic acid). Isolated yield 75.2%. As a reaction SMILES: [C:1]1([C:6]([CH2:8][N:9]2[C:15]3[CH:16]=[C:17]([CH3:20])[CH:18]=[CH:19][C:14]=3[N:13]([C:21](=[O:26])[C:22]([CH3:25])([CH3:24])[CH3:23])[CH2:12][CH:11]([NH:27][C:28]([NH:30][C:31]3[CH:36]=[CH:35][CH:34]=[C:33]([C:37]([O:39]CC)=[O:38])[CH:32]=3)=[O:29])[C:10]2=[O:42])=[O:7])[S:5][CH:4]=[CH:3][CH:2]=1.C(O)C.O.[OH-].[Li+]>O1CCCC1>[C:1]1([C:6]([CH2:8][N:9]2[C:15]3[CH:16]=[C:17]([CH3:20])[CH:18]=[CH:19][C:14]=3[N:13]([C:21](=[O:26])[C:22]([CH3:24])([CH3:25])[CH3:23])[CH2:12][CH:11]([NH:27][C:28](=[O:29])[NH:30][C:31]3[CH:32]=[C:33]([CH:34]=[CH:35][CH:36]=3)[C:37]([OH:39])=[O:38])[C:10]2=[O:42])=[O:7])[S:5][CH:4]=[CH:3][CH:2]=1 |f:2.3.4|. Procedure: 1-[1-(2-Thenoylmethyl)-2-oxo-5-pivaloyl-8-methyl-1,3,4,5-tetrahydro-2H-1,5-benzodiazepin-3-yl]-3-(3-ethoxycarbonylphenyl)urea (0.67 g) was suspended in a mixed solvent of ethanol (10 ml) and tetrahydrofuran (10 ml), aqueous lithiumhydroxide monohydrate (0.24 g) solution (10 ml) was added, and the mixture was stirred for 3 hours at room temperature. The reaction mixture was concentrated under reduced pressure, weakly acidified with 1N hydrochloric acid, extracted with methylene chloride. The orga...